Dataset: the Open Reaction Database (ORD), a public repository of structured organic reaction records. Task: describe an organic reaction: reactants, conditions, products, and yield Reactants: C(C)(C)(C)OC(=O)N1C(=CC2=C(C(=CC=C12)F)C#CC(=O)C=1N(C=CC1)C(=O)OC(C)(C)C)OC(=O)OC(C)(C)C (2-tert-butoxycarbonyloxy-4-[3-(1-tert-butoxycarbonyl-1H-pyrrol-2-yl)-3-oxo-prop-1-ynyl]-5-fluoro-indole-1-carboxylic acid tert-butyl ester), OC1CCNCC1 (4-hydroxy-piperidine), [H-].[Na+] (NaH). Run in C(C)(=O)OCC (ethyl acetate), O (water), CN(C)C=O (DMF). Run at temperature 120 celsius, time 8 hour. The product is FC=1C=2C3=C(C(NC3=CC1)=O)C(=CC2N2CCC(CC2)O)C=2NC=CC2 (6-fluoro-5-(4-hydroxy-piperidin-1-yl)-3-(1H-pyrrol-2-yl)-1H-benzo[cd]indol-2-one). As a reaction SMILES: C(OC([N:8]1[C:16]2[C:11](=[C:12]([C:18]#[C:19][C:20]([C:22]3[N:23](C(OC(C)(C)C)=O)[CH:24]=[CH:25][CH:26]=3)=O)[C:13]([F:17])=[CH:14][CH:15]=2)[CH:10]=[C:9]1[O:34]C(OC(C)(C)C)=O)=O)(C)(C)C.[OH:42][CH:43]1[CH2:48][CH2:47][NH:46][CH2:45][CH2:44]1.[H-].[Na+]>CN(C=O)C.C(OCC)(=O)C.O>[F:17][C:13]1[C:12]2[C:11]3[C:16](=[CH:15][CH:14]=1)[NH:8][C:9](=[O:34])[C:10]=3[C:20]([C:22]1[NH:23][CH:24]=[CH:25][CH:26]=1)=[CH:19][C:18]=2[N:46]1[CH2:47][CH2:48][CH:43]([OH:42])[CH2:44][CH2:45]1 |f:2.3|. Reported procedure: A mixture of 2-tert-butoxycarbonyloxy-4-[3-(1-tert-butoxycarbonyl-1H-pyrrol-2-yl)-3-oxo-prop-1-ynyl]-5-fluoro-indole-1-carboxylic acid tert-butyl ester (from Example 4 above) (392 mg, 0.69 mmol) and 4-hydroxy-piperidine (Aldrich, 2.12 g, 20.94 mmol) in DMF(6 mL) was treated with NaH. (Aldrich, 250 mg, 10.42 mmol). The mixture was stirred for 30 minutes at room temperature and overnight at 120° C. The reaction mixture was poured in a mixture of ethyl acetate and water. The aqueous layer was extra...